Dataset: the Open Reaction Database (ORD), a public repository of structured organic reaction records. Task: describe an organic reaction: reactants, conditions, products, and yield Reactants: CN(C1CCC(CC1)N(C(OC(C)(C)C)=O)CCO)C (tert-butyl N-[4-(dimethylamino)cyclohexyl]-N-(2-hydroxyethyl)carbamate), Cl (hydrogen chloride). The solvent is ClCCl (dichloromethane). Reaction conditions: temperature 5 celsius, time 3 hour. Product: Cl.CN(C1CCC(CC1)NCCO)C (2-[[4-(dimethylamino)cyclohexyl]amino]ethan-1-ol hydrochloride). The yield is 86.0%. As a reaction SMILES: [CH3:1][N:2]([CH3:20])[CH:3]1[CH2:8][CH2:7][CH:6]([N:9]([CH2:17][CH2:18][OH:19])C(=O)OC(C)(C)C)[CH2:5][CH2:4]1.[ClH:21]>ClCCl>[ClH:21].[CH3:1][N:2]([CH3:20])[CH:3]1[CH2:4][CH2:5][CH:6]([NH:9][CH2:17][CH2:18][OH:19])[CH2:7][CH2:8]1 |f:3.4|. Procedure details: To a 100-mL round-bottom flask was added a solution of tert-butyl N-[4-(dimethylamino)cyclohexyl]-N-(2-hydroxyethyl)carbamate (3.0 g, 10.47 mmol, 1.00 equiv) in dichloromethane (50 mL). To this solution was added hydrogen chloride (gas). The resulting solution was stirred for 3 h at 0-10° C. The resulting mixture was concentrated under vacuum to give 2.0 g (86%) of 2-[[4-(dimethylamino)cyclohexyl]amino]ethan-1-ol hydrochloride as a yellow oil. MS: m/z 187 (M+H)+. RXN SMILES: [CH3:14][OH:15].[N-:11]=[N+:12]=[N-:13].[OH:1][CH2:2][CH2:3][O:4][CH2:5][CH2:6][O:7][CH2:8][CH2:9][OH:10]>>[OH:1][CH2:2][CH2:3][O:4][CH2:5][CH2:6][O:7][CH2:8][CH2:9][N:11]=[N+:12]=[N-:13]. Product: [N-]=[N+]=NCCOCCOCCO. Reactants: CO, [N-]=[N+]=[N-], OCCOCCOCCO. The reactants are CS(C)=O, CNc1ccc(OCC(=O)OC)c(C)c1, FC(F)(F)c1ccc(-c2cnc(CCl)cn2)cc1, [I-], [Na+]. The product is COC(=O)COc1ccc(N(C)Cc2cnc(-c3ccc(C(F)(F)F)cc3)cn2)cc1C. Reaction SMILES: [CH3:36][S:37]([CH3:38])=[O:39].[CH3:3][O:4][C:5]([CH2:6][O:7][c:8]1[c:9]([CH3:16])[cH:10][c:11]([NH:14][CH3:15])[cH:12][cH:13]1)=[O:17].[Cl:18][CH2:19][c:20]1[n:21][cH:22][c:23](-[c:26]2[cH:27][cH:28][c:29]([C:32]([F:33])([F:34])[F:35])[cH:30][cH:31]2)[n:24][cH:25]1.[I-:2].[Na+:1]>>[CH3:3][O:4][C:5]([CH2:6][O:7][c:8]1[c:9]([CH3:16])[cH:10][c:11]([N:14]([CH3:15])[CH2:19][c:20]2[n:21][cH:22][c:23](-[c:26]3[cH:27][cH:28][c:29]([C:32]([F:33])([F:34])[F:35])[cH:30][cH:31]3)[n:24][cH:25]2)[cH:12][cH:13]1)=[O:17]. Starting materials: [Br-], Cc1ccsc1Br, CCOCC, Cl, [Mg+]c1ccccc1. Product: Cc1ccsc1-c1ccccc1. Reaction SMILES: [Br-:8].[Br:1][c:2]1[s:3][cH:4][cH:5][c:6]1[CH3:7].[CH3:17][CH2:18][O:19][CH2:20][CH3:21].[ClH:16].[c:9]1([Mg+:15])[cH:10][cH:11][cH:12][cH:13][cH:14]1>>[c:2]1(-[c:9]2[cH:10][cH:11][cH:12][cH:13][cH:14]2)[s:3][cH:4][cH:5][c:6]1[CH3:7]. Starting materials: C(#N)C1CCN(CC1)C(=O)N1CC(CC(C1)C1=CC=C(C=C1)OC(F)(F)F)C(=O)O (1-[(4-Cyanopiperidin-1-yl)carbonyl]-5-[4-(trifluoromethoxy)phenyl]piperidine-3-carboxylic acid), FC=1C=C(C=CC1)C(N)=NO (3-fluoro-N′-hydroxybenzenecarboximidamide). Product: FC=1C=C(C=CC1)C1=NOC(=N1)C1CN(CC(C1)C1=CC=C(C=C1)OC(F)(F)F)C(=O)N1CCC(CC1)C#N (1-({3-[3-(3-Fluorophenyl)-1,2,4-oxadiazol-5-yl]-5-[4-(trifluoromethoxy)phenyl]piperidin-1-yl}-carbonyl)piperidine-4-carbonitrile). RXN SMILES: [C:1]([CH:3]1[CH2:8][CH2:7][N:6]([C:9]([N:11]2[CH2:16][CH:15]([C:17]3[CH:22]=[CH:21][C:20]([O:23][C:24]([F:27])([F:26])[F:25])=[CH:19][CH:18]=3)[CH2:14][CH:13]([C:28]([OH:30])=O)[CH2:12]2)=[O:10])[CH2:5][CH2:4]1)#[N:2].[F:31][C:32]1[CH:33]=[C:34]([C:38](=[N:40]O)[NH2:39])[CH:35]=[CH:36][CH:37]=1>>[F:31][C:32]1[CH:33]=[C:34]([C:38]2[N:40]=[C:28]([CH:13]3[CH2:14][CH:15]([C:17]4[CH:22]=[CH:21][C:20]([O:23][C:24]([F:26])([F:25])[F:27])=[CH:19][CH:18]=4)[CH2:16][N:11]([C:9]([N:6]4[CH2:7][CH2:8][CH:3]([C:1]#[N:2])[CH2:4][CH2:5]4)=[O:10])[CH2:12]3)[O:30][N:39]=2)[CH:35]=[CH:36][CH:37]=1. Procedure details: 85 mg (0.20 mmol) of 1-[(4-cyanopiperidin-1-yl)carbonyl]-5-[4-(trifluoromethoxy)phenyl]-piperidine-3-carboxylic acid (Example 108A) and 49 mg (0.3 mmol) of 3-fluoro-N′-hydroxybenzenecarboximidamide were reacted according to the General Method 2. Yield: 69 mg (63% of theory). Reactants: NC1=C(C2=C(S1)CCCC2)C(=O)C2=C(C=C(C=C2)C)OC ((2-amino-4,5,6,7-tetrahydrobenzo[b]thiophen-3-yl)(2-methoxy-4-methylphenyl)methanone), C(CCC(=O)C)(=O)OC (methyl levulinate), Cl[Si](C)(C)C (chlorotrimethylsilane). Run in CN(C)C=O (DMF). Product: COC(CC=1C(=C2C(=NC1C)SC1=C2CCCC1)C1=C(C=C(C=C1)C)OC)=O (Methyl[2-methyl-4-(2-methoxy-4-methylphenyl)-5,6,7,8-tetrahydro[1]benzothieno[2,3-b]pyridin-3-yl]acetate). Isolated yield 79.8%. Reaction SMILES: [NH2:1][C:2]1[S:6][C:5]2[CH2:7][CH2:8][CH2:9][CH2:10][C:4]=2[C:3]=1[C:11]([C:13]1[CH:18]=[CH:17][C:16]([CH3:19])=[CH:15][C:14]=1[O:20][CH3:21])=O.[C:22]([O:29][CH3:30])(=[O:28])[CH2:23][CH2:24][C:25]([CH3:27])=O.Cl[Si](C)(C)C>CN(C=O)C>[CH3:30][O:29][C:22](=[O:28])[CH2:23][C:24]1[C:11]([C:13]2[CH:18]=[CH:17][C:16]([CH3:19])=[CH:15][C:14]=2[O:20][CH3:21])=[C:3]2[C:4]3[CH2:10][CH2:9][CH2:8][CH2:7][C:5]=3[S:6][C:2]2=[N:1][C:25]=1[CH3:27]. Procedure: This compound was prepared according to the procedure B from (2-amino-4,5,6,7-tetrahydrobenzo[b]thiophen-3-yl)(2-methoxy-4-methylphenyl)methanone (0.602 g; 2 mmol), methyl levulinate (0.282 mL; 2.2 mmol), chlorotrimethylsilane (1.02 mL; 8 mmol) in DMF (8 mL) for 48 h. Purification by flash chromatography on silica gel using a gradient of ethyl acetate (5-50%) in heptane furnished 0.631 g (80%) of the title compound as a yellow solid.